This data is from the Open Reaction Database (ORD), a public repository of structured organic reaction records. The task is: describe an organic reaction: reactants, conditions, products, and yield Reactants: BrC=1C(=NC=CC1)CC1(C(N(C2=CC=C(C=C12)C)CCC(C)C)=O)O (3-((3-bromopyridin-2-yl)methyl)-3-hydroxy-1-isopentyl-5-methylindolin-2-one), CC=1C=C2C(C(N(C2=CC1)CCC1=CC=CC=C1)=O)=O (5-methyl-1-phenethylindoline-2,3-dione), COC=1C=CC(=NC1)C (5-methoxy-2-methylpyridine). The product is OC1(C(N(C2=CC=C(C=C12)C)CCC1=CC=CC=C1)=O)CC1=NC=C(C=C1)OC (3-hydroxy-3-((5-methoxypyridin-2-yl)methyl)-5-methyl-1-phenethylindolin-2-one). RXN SMILES: BrC1C(CC2(O)C3C(=CC=C(C)C=3)N(CCC(C)C)C2=O)=NC=CC=1.[CH3:26][C:27]1[CH:28]=[C:29]2[C:33](=[CH:34][CH:35]=1)[N:32]([CH2:36][CH2:37][C:38]1[CH:43]=[CH:42][CH:41]=[CH:40][CH:39]=1)[C:31](=[O:44])[C:30]2=[O:45].[CH3:46][O:47][C:48]1[CH:49]=[CH:50][C:51]([CH3:54])=[N:52][CH:53]=1>>[OH:45][C:30]1([CH2:54][C:51]2[CH:50]=[CH:49][C:48]([O:47][CH3:46])=[CH:53][N:52]=2)[C:29]2[C:33](=[CH:34][CH:35]=[C:27]([CH3:26])[CH:28]=2)[N:32]([CH2:36][CH2:37][C:38]2[CH:39]=[CH:40][CH:41]=[CH:42][CH:43]=2)[C:31]1=[O:44]. Procedure details: This compound was prepared in an analogous manner to 3-((3-bromopyridin-2-yl)methyl)-3-hydroxy-1-isopentyl-5-methylindolin-2-one using 5-methyl-1-phenethylindoline-2,3-dione and 5-methoxy-2-methylpyridine (purchased from Aldrich). 1H-NMR δ 8.29 (d, 1H), 7.34 (m, 2H), 7.25 (m, 3H), 7.18 (dd, 1H), 7.07 (dd, 1H), 6.90 (d, 1H), 6.80 (s, 1H), 6.71 (d, 1H), 5.3 (bs, OH), 3.98 (dt, 1H), 3.91 (s, 3H), 3.81 (dt, 1H), 3.05 (d, 2H), 2.97 (t, 2H), 2.27 (s, 3H). Calculated mass for C24H24N2O3, 388.18. Observ... Reactants: ClC1=CC=C(CN2C(=CC3=CC(=CC=C23)OCC2=NC3=CC=CC=C3C=C2)CC(C(=O)OC)(C)C)C=C1 (Methyl 3-[N-(4-chlorobenzyl)-5-(quinolin-2-ylmethoxy)indol-2-yl]-2,2-dimethylpropanoate), C1(=CC=CC=C1)CC(=O)Cl (phenylacetyl chloride). Yields the product ClC1=CC=C(CN2C(=C(C3=CC(=CC=C23)OCC2=NC3=CC=CC=C3C=C2)C(CC2=CC=CC=C2)=O)CC(C(=O)O)(C)C)C=C1 (3-[N-(4-Chlorobenzyl)-3-phenylacetyl-5-(quinolin-2-ylmethoxy)indol-2-yl]-2,2-dimethylpropanoic acid). Reaction SMILES: [Cl:1][C:2]1[CH:37]=[CH:36][C:5]([CH2:6][N:7]2[C:15]3[C:10](=[CH:11][C:12]([O:16][CH2:17][C:18]4[CH:27]=[CH:26][C:25]5[C:20](=[CH:21][CH:22]=[CH:23][CH:24]=5)[N:19]=4)=[CH:13][CH:14]=3)[CH:9]=[C:8]2[CH2:28][C:29]([CH3:35])([CH3:34])[C:30]([O:32]C)=[O:31])=[CH:4][CH:3]=1.[C:38]1([CH2:44][C:45](Cl)=[O:46])[CH:43]=[CH:42][CH:41]=[CH:40][CH:39]=1>>[Cl:1][C:2]1[CH:3]=[CH:4][C:5]([CH2:6][N:7]2[C:15]3[C:10](=[CH:11][C:12]([O:16][CH2:17][C:18]4[CH:27]=[CH:26][C:25]5[C:20](=[CH:21][CH:22]=[CH:23][CH:24]=5)[N:19]=4)=[CH:13][CH:14]=3)[C:9]([C:45](=[O:46])[CH2:44][C:38]3[CH:43]=[CH:42][CH:41]=[CH:40][CH:39]=3)=[C:8]2[CH2:28][C:29]([CH3:35])([CH3:34])[C:30]([OH:32])=[O:31])=[CH:36][CH:37]=1. Procedure: The title compound was prepared according to the conditions described in Step B and Step C of Example 47, from methyl 3-[N-(4-chlorobenzyl)-5-(quinolin-2-ylmethoxy)indol-2-yl]-2,2-dimethylpropanoate (prepared in Step A of Example 47), but using phenylacetyl chloride in place of trimethylacetyl chloride in Step B. Reactants: C(CCCCCC(C)(C)C)(=O)O (neo-decanoic acid), [Ag]=O (silver oxide), [Ag] (silver). Run in C1(=CC=CC=C1)C(C)C (cumene), C1(=CC=CC=C1)C(C)C (cumene), C1(=CC=CC=C1)C(C)C (cumene). The product is C(CCCCCC(C)(C)C)(=O)[O-].[Ag+].C1(=CC=CC=C1)C(C)C (silver neo-decanoate cumene). As a reaction SMILES: [C:1]([OH:12])(=[O:11])[CH2:2][CH2:3][CH2:4][CH2:5][CH2:6][C:7]([CH3:10])([CH3:9])[CH3:8].[Ag:13]=O.[Ag]>C1(C(C)C)C=CC=CC=1>[C:1]([O-:12])(=[O:11])[CH2:2][CH2:3][CH2:4][CH2:5][CH2:6][C:7]([CH3:8])([CH3:9])[CH3:10].[Ag+:13].[C:6]1([CH:7]([CH3:9])[CH3:10])[CH:1]=[CH:2][CH:3]=[CH:4][CH:5]=1 |f:4.5.6|. Procedure: A silver neo-decanoate/cumene solution is prepared from 539.00 gm of neo-decanoic acid (obtained from Exxon Chemical Co.), 350.00 gm of cumene (obtained from Aldrich Chemical Co.), and an excessive amount of silver oxide (392.21 gm) in a similar manner to that described in Example 1 of U.S. Pat. No. 4,663,303. A 496.42 gm sample of this solution is diluted with 19.35 gm of cumene to yield a solution having a weight ratio of silver salt/cumene of 2.2/1.0. Reaction SMILES: [C:1]([N:5]1[CH:9]=[C:8]([CH2:10][C:11]2[O:12][CH:13]=[CH:14][CH:15]=2)/[C:7](=[N:16]/C(=O)OCC)/[S:6]1)([CH3:4])([CH3:3])[CH3:2].[Si](I)(C)(C)C>C(Cl)(Cl)Cl.C(Cl)Cl>[C:1]([N:5]1[CH:9]=[C:8]([CH2:10][C:11]2[O:12][CH:13]=[CH:14][CH:15]=2)[C:7](=[NH:16])[S:6]1)([CH3:4])([CH3:2])[CH3:3]. Procedure details: The product from Example 50D (300 mg, 0.97 mmol) in chloroform (20 mL) was treated with TMSI (389 mg, 1.95 mmol). The reaction mixture was stirred at 65° C. for 12 hrs, diluted with CH2Cl2, the organic was washed with H2O, dried over MgSO4, filtered and concentrated to afford the title compound. MS (DCI/NH4+) m/z 237 (M+H)+. Conditions: temperature 65 celsius, time 12 hour. Run in C(Cl)Cl (CH2Cl2), C(Cl)(Cl)Cl (chloroform). The product is C(C)(C)(C)N1SC(C(=C1)CC=1OC=CC1)=N (2-tert-butyl-4-(furan-2-ylmethyl)isothiazol-5(2H)-imine). Reactants: C(C)(C)(C)N1S\C(\C(=C1)CC=1OC=CC1)=N/C(OCC)=O (ethyl [(5Z)-2-tert-butyl-4-(furan-2-ylmethyl)isothiazol-5(2H)-ylidene]carbamate), [Si](C)(C)(C)I (TMSI).